Dataset: the Open Reaction Database (ORD), a public repository of structured organic reaction records. Task: describe an organic reaction: reactants, conditions, products, and yield The reactants are Cc1nc2ccccc2cc1NC(=O)Oc1ccccc1, Cc1sccc1N1CCNCC1. Yields the product Cc1nc2ccccc2cc1NC(=O)N1CCN(c2ccsc2C)CC1. Reaction SMILES: [CH3:1][c:2]1[n:3][c:4]2[cH:5][cH:6][cH:7][cH:8][c:9]2[cH:10][c:11]1[NH:12][C:13]([O:14][c:15]1[cH:16][cH:17][cH:18][cH:19][cH:20]1)=[O:21].[CH3:22][c:23]1[s:24][cH:25][cH:26][c:27]1[N:28]1[CH2:29][CH2:30][NH:31][CH2:32][CH2:33]1>>[CH3:1][c:2]1[n:3][c:4]2[cH:5][cH:6][cH:7][cH:8][c:9]2[cH:10][c:11]1[NH:12][C:13](=[O:21])[N:31]1[CH2:30][CH2:29][N:28]([c:27]2[c:23]([CH3:22])[s:24][cH:25][cH:26]2)[CH2:33][CH2:32]1. Starting materials: O=C1CCC(=O)N1Br, CON=CC(C)(C)NC(=O)c1ccccc1C(=O)Nc1ccc(OC(F)(F)F)cc1C, O=C1CCC(=O)N1Cl. The product is CON=CC(C)(C)NC(=O)c1c(Cl)cccc1C(=O)Nc1ccc(OC(F)(F)F)cc1C. RXN SMILES: [Br:32][N:33]1[C:34](=[O:35])[CH2:36][CH2:37][C:38]1=[O:39].[CH3:1][C:2]([CH:3]=[N:4][O:5][CH3:6])([CH3:7])[NH:8][C:9](=[O:10])[c:11]1[c:12]([C:13](=[O:14])[NH:15][c:16]2[c:17]([CH3:27])[cH:18][c:19]([O:22][C:23]([F:24])([F:25])[F:26])[cH:20][cH:21]2)[cH:28][cH:29][cH:30][cH:31]1.[Cl:40][N:41]1[C:42](=[O:43])[CH2:44][CH2:45][C:46]1=[O:47]>>[CH3:1][C:2]([CH:3]=[N:4][O:5][CH3:6])([CH3:7])[NH:8][C:9](=[O:10])[c:11]1[c:12]([C:13](=[O:14])[NH:15][c:16]2[c:17]([CH3:27])[cH:18][c:19]([O:22][C:23]([F:24])([F:25])[F:26])[cH:20][cH:21]2)[cH:28][cH:29][cH:30][c:31]1[Cl:40]. Reactants: C(C)OC1=CC=CC=C1 (ethoxybenzene), ClC(C(=O)C(F)(F)F)(F)F (chloropentafluoroacetone), [Cl-].[Al+3].[Cl-].[Cl-] (aluminium chloride). Run in C(Cl)(Cl)Cl (chloroform). Reaction conditions: temperature 120 celsius. The product is FC(C(C(Cl)(F)F)(O)C1=CC=C(C=C1)OCC)(F)F (1,1,1,3,3-pentafluoro-2-(4-ethoxyphenyl)-3-chloropropan-2-ol). Reaction SMILES: [CH2:1]([O:3][C:4]1[CH:9]=[CH:8][CH:7]=[CH:6][CH:5]=1)[CH3:2].[Cl:10][C:11]([F:19])([F:18])[C:12]([C:14]([F:17])([F:16])[F:15])=[O:13].[Cl-].[Al+3].[Cl-].[Cl-]>C(Cl)(Cl)Cl>[F:15][C:14]([F:17])([F:16])[C:12]([C:7]1[CH:8]=[CH:9][C:4]([O:3][CH2:1][CH3:2])=[CH:5][CH:6]=1)([OH:13])[C:11]([F:19])([F:18])[Cl:10] |f:2.3.4.5|. Reported procedure: A mixture of ethoxybenzene (67 g), chloropentafluoroacetone (100 g) and aluminium chloride (7 g) was charged to a Hastalloy lined cell at -78° C, the cell sealed and heated to 120° C for 8 hours. After cooling and venting, the residue was taken up in chloroform and filtered through silica gel. After removal of the solvent by evaporation the residual solid was recrystallised from n-hexane to yield several crops of 1,1,1,3,3-pentafluoro-2-(4-ethoxyphenyl)-3-chloropropan-2-ol. (Total 70 g) mp. 84°-...